Dataset: the Open Reaction Database (ORD), a public repository of structured organic reaction records. Task: describe an organic reaction: reactants, conditions, products, and yield Reactants: ClC=1C=C(CNC=2SC(C(N2)=O)=CC=2N=C3C=C(C=NC3=CC2)C#N)C=CC1F (6-[2-(3-chloro-4-fluoro-benzylamino)-4-oxo-4H-thiazol-5-ylidenemethyl]-[1,5]naphthyridine-3-carbonitrile), C(=O)(C)O[Na] (AcONa), C(C)(C)OC=1C=CN=C2C=CC(=NC12)C=C1C(N=C(S1)NC1C(C1)C1=CC=CC=C1)=O (5-(8-isopropoxy-[1,5]naphthyridin-2-ylmethylene)-2-(2-phenyl-cyclopropylamino)-thiazol-4-one). Solvent: CC(=O)O (AcOH). Conditions: temperature 100 celsius. Product: ClC=1C=C(CNC=2SC(C(N2)=O)=CC2=NC3=C(C=CN=C3C=C2)OC(C)C)C=CC1F (2-(3-chloro-4-fluoro-benzylamino)-5-(8-isopropoxy-[1,5]naphthyridin-2-ylmethylene)-thiazol-4-one). Yield: 86.9%. RXN SMILES: [Cl:1][C:2]1[CH:3]=[C:4]([CH:26]=[CH:27][C:28]=1[F:29])[CH2:5][NH:6][C:7]1[S:8][C:9](=[CH:13][C:14]2[N:15]=[C:16]3[C:21](=[CH:22][CH:23]=2)[N:20]=[CH:19][C:18](C#N)=[CH:17]3)[C:10](=[O:12])[N:11]=1.C(O[Na])(C)=O.[CH:35]([O:38]C1C=CN=C2C=1N=C(C=C1SC(NC3CC3C3C=CC=CC=3)=NC1=O)C=C2)([CH3:37])[CH3:36]>CC(O)=O>[Cl:1][C:2]1[CH:3]=[C:4]([CH:26]=[CH:27][C:28]=1[F:29])[CH2:5][NH:6][C:7]1[S:8][C:9](=[CH:13][C:14]2[CH:23]=[CH:22][C:21]3[C:16](=[C:17]([O:38][CH:35]([CH3:37])[CH3:36])[CH:18]=[CH:19][N:20]=3)[N:15]=2)[C:10](=[O:12])[N:11]=1. Procedure details: To a mixture of 2-(3-chloro-4-fluoro-benzylamino)-thiazol-4-one (41.4 mg, 0.16 mmol) (see Example 19), AcONa (160 mg, 1.95 mmol), and 8-isopropoxy-[1,5]naphthyridine-2-carbaldehyde (38.9 mg, 0.18 mmol) (see Example 20) in a sealed tube was added AcOH(0.3 mL). The reaction mixture was heated to 100° C. (oil bath) for 2 hrs. The reaction mixture was then cooled to r.t. and triturated with water. The solid was collected by filtration and washed with water, acetone and ether to give 2-(3-chloro-4-fl... Reactants: N=C(c1ccccc1)c1ccccc1, CC(Cc1cccc(Br)c1)NC(=O)OC(C)(C)C, CC(=O)[O-], CC(=O)[O-], CC(C)(C)[O-], Cc1ccccc1, [Na+], [Pd+2], c1ccc(P(c2ccccc2)c2cc3ccccc3c(-c3cccc4ccccc34)c2P(c2ccccc2)c2ccccc2)cc1. Yields the product CC(Cc1cccc(N=C(c2ccccc2)c2ccccc2)c1)NC(=O)OC(C)(C)C. RXN SMILES: [C:19]([c:20]1[cH:21][cH:22][cH:23][cH:24][cH:25]1)([c:26]1[cH:27][cH:28][cH:29][cH:30][cH:31]1)=[NH:32].[C:1]([CH3:2])([CH3:3])([CH3:4])[O:5][C:6]([NH:7][CH:8]([CH2:9][c:10]1[cH:11][c:12]([Br:16])[cH:13][cH:14][cH:15]1)[CH3:17])=[O:18].[C:85]([O-:86])(=[O:87])[CH3:88].[C:90]([O-:91])(=[O:92])[CH3:93].[CH3:33][C:34]([CH3:35])([O-:36])[CH3:37].[CH3:94][c:95]1[cH:96][cH:97][cH:98][cH:99][cH:100]1.[Na+:38].[Pd+2:89].[c:39]1([P:40]([c:41]2[c:42]([P:43]([c:44]3[cH:45][cH:46][cH:47][cH:48][cH:49]3)[c:50]3[cH:51][cH:52][cH:53][cH:54][cH:55]3)[c:56](-[c:57]3[c:58]4[c:59]([cH:60][cH:61][cH:62][cH:63]4)[cH:64][cH:65][cH:66]3)[c:67]3[c:68]([cH:69]2)[cH:70][cH:71][cH:72][cH:73]3)[c:74]2[cH:75][cH:76][cH:77][cH:78][cH:79]2)[cH:80][cH:81][cH:82][cH:83][cH:84]1>>[C:1]([CH3:2])([CH3:3])([CH3:4])[O:5][C:6]([NH:7][CH:8]([CH2:9][c:10]1[cH:11][c:12]([N:32]=[C:19]([c:20]2[cH:21][cH:22][cH:23][cH:24][cH:25]2)[c:26]2[cH:27][cH:28][cH:29][cH:30][cH:31]2)[cH:13][cH:14][cH:15]1)[CH3:17])=[O:18]. The reactants are t-butyl [(4S,5S)-4-(cyclohexylmethyl)-5-(S)-2-isopropyl-4-(pivaloyloxy)butyl]-2,2-dimethyl-3-oxazolidinecarboxylate, FC(C(=O)O)(F)F.O.C(Cl)Cl (trifluoroacetic acid water methylene chloride), Boc, C(C(C)(C)C)(=O)OCC[C@@H](C[C@@H]([C@H](CC1CCCCC1)N)O)C(C)C ((3S,5S,6S)-6-amino-7-cyclohexyl-5-hydroxy-3-isopropylheptyl pivaloate), N([C@@H](CC1=CC=CC=C1)C(=O)N[C@@H](CC1=CNC=N1)C(=O)O)C(=O)OC(C)(C)C (Boc-Phe-His-OH). Product: C1(CCCCC1)C[C@@H]([C@H](C[C@H](CCOC(C(C)(C)C)=O)C(C)C)O)NC(=O)C(CC=1N=CNC1)NC(=O)[C@H](CC1=CC=CC=C1)NC(OC(C)(C)C)=O (t-butyl [(S)-α-[[(RS)-1-[[(1S,2S,4S)-1-(cyclohexylmethyl)-2-hydroxy-4-isopropyl-6-(pivaloyloxy)hexyl]carbamoyl]-2-imidazole-4-ylethyl]carbamoyl]phenethyl]carbamate). Yield: 37.0%. As a reaction SMILES: FC(F)(F)C(O)=O.O.C(Cl)Cl.[C:12]([O:18][CH2:19][CH2:20][C@H:21]([CH:34]([CH3:36])[CH3:35])[CH2:22][C@H:23]([OH:33])[C@@H:24]([NH2:32])[CH2:25][CH:26]1[CH2:31][CH2:30][CH2:29][CH2:28][CH2:27]1)(=[O:17])[C:13]([CH3:16])([CH3:15])[CH3:14].[NH:37]([C:59]([O:61][C:62]([CH3:65])([CH3:64])[CH3:63])=[O:60])[C@H:38]([C:46]([NH:48][C@H:49]([C:56](O)=[O:57])[CH2:50][C:51]1[N:55]=[CH:54][NH:53][CH:52]=1)=[O:47])[CH2:39][C:40]1[CH:45]=[CH:44][CH:43]=[CH:42][CH:41]=1>>[CH:26]1([CH2:25][C@H:24]([NH:32][C:56]([CH:49]([NH:48][C:46]([C@@H:38]([NH:37][C:59](=[O:60])[O:61][C:62]([CH3:64])([CH3:63])[CH3:65])[CH2:39][C:40]2[CH:45]=[CH:44][CH:43]=[CH:42][CH:41]=2)=[O:47])[CH2:50][C:51]2[N:55]=[CH:54][NH:53][CH:52]=2)=[O:57])[C@@H:23]([OH:33])[CH2:22][C@@H:21]([CH:34]([CH3:36])[CH3:35])[CH2:20][CH2:19][O:18][C:12](=[O:17])[C:13]([CH3:14])([CH3:16])[CH3:15])[CH2:27][CH2:28][CH2:29][CH2:30][CH2:31]1 |f:0.1.2|. Reported procedure: In an analogous manner to that described in Example 9, 635 mg (1.78 mmol) of t-butyl [(4S,5S)-4-(cyclohexylmethyl)-5-(S)-2-isopropyl-4-(pivaloyloxy)butyl]-2,2-dimethyl-3-oxazolidinecarboxylate are treated with trifluoroacetic acid/water/methylene chloride for the cleavage of the Boc protecting group with simultaneous opening of the oxazolidine ring and the resulting 347 mg (76%) of (3S,5S,6S)-6-amino-7-cyclohexyl-5-hydroxy-3-isopropylheptyl pivaloate are reacted without further purification with... Reactants: C1(=C(C=CC=C1)P(C1=C(C=CC=C1)C)C1=C(C=CC=C1)C)C (tri-o-tolylphosphine), ClC1=CC=C(C=C1)I (1-chloro-4-iodobenzene), C(=C)C=1C=NC=C(C#N)C1 (5-vinylnicotinonitrile). The reagents and catalysts are C(C)(=O)[O-].[Pd+2].C(C)(=O)[O-] (palladium(II) acetate), [Cu]I (copper (I) iodide). Yields the product ClC1=CC=C(C=C1)C=CC=1C=NC=C(C#N)C1 (5-[2-(4-Chlorophenyl)-vinyl]-nicotinonitrile). Yield: 70.0%. Reaction SMILES: C1(C)C=CC=CC=1P(C1C=CC=CC=1C)C1C=CC=CC=1C.[Cl:23][C:24]1[CH:29]=[CH:28][C:27](I)=[CH:26][CH:25]=1.[CH:31]([C:33]1[CH:34]=[N:35][CH:36]=[C:37]([CH:40]=1)[C:38]#[N:39])=[CH2:32]>C([O-])(=O)C.[Pd+2].C([O-])(=O)C.[Cu]I>[Cl:23][C:24]1[CH:29]=[CH:28][C:27]([CH:32]=[CH:31][C:33]2[CH:34]=[N:35][CH:36]=[C:37]([CH:40]=2)[C:38]#[N:39])=[CH:26][CH:25]=1 |f:3.4.5|. Procedure: Prepare essentially as described in EXAMPLE 15 using palladium(II) acetate (0.002 g, 0.01 mmol), tri-o-tolylphosphine (0.06 g, 0.02 mmol), copper (I) iodide (0.001 g, 0.005 mmol), 1-chloro-4-iodobenzene (0.24 g, 1 mmol) and 5-vinylnicotinonitrile, (prepared essentially as described in PREPARATION 51), (0.195 g, 1.5 mmol) at 100° C. for 7 h to give the title compound (0.170 g, 70%). The reactants are OC(=CC(=O)C1=CC(=CC=C1)C(F)(F)F)CCC (3-hydroxy-1-(3-trifluoromethylphenyl)-hex-2-en-1-one), C([O-])([O-])=O.[K+].[K+] (potassium carbonate), IC (iodomethane). The solvent is CC(=O)C (acetone). The product is CC(C(=O)C1=CC(=CC=C1)C(F)(F)F)C(CCC)=O (2-methyl-1-(3-trifluoromethylphenyl)-hexane-1,3-dione). Isolated yield 50.9%. Reaction SMILES: [C:1](=O)([O-])[O-].[K+].[K+].[OH:7][C:8]([CH2:22][CH2:23][CH3:24])=[CH:9][C:10]([C:12]1[CH:17]=[CH:16][CH:15]=[C:14]([C:18]([F:21])([F:20])[F:19])[CH:13]=1)=[O:11].IC>CC(C)=O>[CH3:1][CH:9]([C:8](=[O:7])[CH2:22][CH2:23][CH3:24])[C:10]([C:12]1[CH:17]=[CH:16][CH:15]=[C:14]([C:18]([F:19])([F:20])[F:21])[CH:13]=1)=[O:11] |f:0.1.2|. Procedure details: To a stirred suspension of potassium carbonate (596 mg) in acetone (7 mL), was added 3-hydroxy-1-(3-trifluoromethylphenyl)-hex-2-en-1-one (190 mg) followed by iodomethane (0.45 mL). The mixture was heated at reflux for 6 h, cooled to room temperature, and the solvent evaporated at reduced pressure. The resulting oil was dissolved in ethyl acetate (20 mL), washed with water (3×20 mL), dried over sodium sulphate and evaporated at reduced pressure to give the crude product as an oil. Flash silica c...